Dataset: the Open Reaction Database (ORD), a public repository of structured organic reaction records. Task: describe an organic reaction: reactants, conditions, products, and yield Reactants: CCCCCCCCCCBr, Oc1ccc(-c2ccc(Br)cc2)cc1, O=C([O-])[O-], CCCCCCCCCCOc1ccc(-c2ccc(C#N)cc2)cc1, CCC(C)=O, [I-], [K+], [K+], [K+]. Yields the product CCCCCCCCCCOc1ccc(-c2ccc(Br)cc2)cc1. RXN SMILES: [Br:15][CH2:16][CH2:17][CH2:18][CH2:19][CH2:20][CH2:21][CH2:22][CH2:23][CH2:24][CH3:25].[Br:1][c:2]1[cH:3][cH:4][c:5](-[c:8]2[cH:9][cH:10][c:11]([OH:14])[cH:12][cH:13]2)[cH:6][cH:7]1.[C:26](=[O:27])([O-:28])[O-:29].[C:34]([c:35]1[cH:36][cH:37][c:38](-[c:39]2[cH:40][cH:41][c:42]([O:43][CH2:44][CH2:45][CH2:46][CH2:47][CH2:48][CH2:49][CH2:50][CH2:51][CH2:52][CH3:53])[cH:54][cH:55]2)[cH:56][cH:57]1)#[N:58].[CH3:59][C:60](=[O:61])[CH2:62][CH3:63].[I-:33].[K+:30].[K+:31].[K+:32]>>[Br:1][c:2]1[cH:3][cH:4][c:5](-[c:8]2[cH:9][cH:10][c:11]([O:14][CH2:16][CH2:17][CH2:18][CH2:19][CH2:20][CH2:21][CH2:22][CH2:23][CH2:24][CH3:25])[cH:12][cH:13]2)[cH:6][cH:7]1. Reactants: C(C1=CC=CC=C1)[C@@H]1N(C(OC1)=O)C([C@@H](C\C=C\COCC1=CC=CC=C1)CC)=O ((S)-4-Benzyl-3-[(2R,4E)-6-benzyloxy-2-ethylhex-4-enoyl]oxazolidin-2-one), OO (hydrogen peroxide), O.[OH-].[Li+] (lithium hydroxide monohydrate), S(=S)(=O)([O-])[O-].[Na+].[Na+] (sodium thiosulfate). Run in O (water), O1CCCC1 (tetrahydrofuran). Run at time 1 hour. Yields the product C(C1=CC=CC=C1)OC/C=C/C[C@H](C(=O)O)CC ((2R,4E)-6-Benzyloxy-2-ethylhex-4-enoic acid). Reaction SMILES: C([C@H]1COC(=O)N1[C:14](=[O:30])[C@H:15]([CH2:28][CH3:29])[CH2:16]/[CH:17]=[CH:18]/[CH2:19][O:20][CH2:21][C:22]1[CH:27]=[CH:26][CH:25]=[CH:24][CH:23]=1)C1C=CC=CC=1.OO.O.[OH-].[Li+].S([O-])([O-])(=[O:38])=S.[Na+].[Na+]>O.O1CCCC1>[CH2:21]([O:20][CH2:19]/[CH:18]=[CH:17]/[CH2:16][C@@H:15]([CH2:28][CH3:29])[C:14]([OH:30])=[O:38])[C:22]1[CH:23]=[CH:24][CH:25]=[CH:26][CH:27]=1 |f:2.3.4,5.6.7|. Procedure: A solution of 23.4 g of (S)-4-benzyl-3-[(2R,4E)-6-benzyloxy-2-ethylhex-4-enoyl]oxazolidin-2-one (57.5 mmol) obtained in Example (106a) in a mixed solvent of tetrahydrofuran (800 ml) and water (260 ml) was cooled in an ice bath, and then 35.0 ml of a 30% hydrogen peroxide aqueous solution and 4.83 g of lithium hydroxide monohydrate (115 mmol) were added thereto. The mixture was stirred at the same temperature for one hour, and then raised to room temperature and further stirred for 12 hours. Afte... Starting materials: Cl (HCl), N1N=CC2=C1C=C(S2)C(=O)OC (methyl 1H-thieno[3,2-c]pyrazole-5-carboxylate), O[Li].O (LiOH.H2O). Run in CO (MeOH), O (water). Conditions: time 8 hour. Yields the product N1N=CC2=C1C=C(S2)C(=O)O (1H-Thieno[3,2-c]pyrazole-5-carboxylic acid). As a reaction SMILES: [NH:1]1[C:5]2[CH:6]=[C:7]([C:9]([O:11]C)=[O:10])[S:8][C:4]=2[CH:3]=[N:2]1.O[Li].O.Cl>CO.O>[NH:1]1[C:5]2[CH:6]=[C:7]([C:9]([OH:11])=[O:10])[S:8][C:4]=2[CH:3]=[N:2]1 |f:1.2|. Procedure: To a solution of methyl 1H-thieno[3,2-c]pyrazole-5-carboxylate (F-5) (4.2 g, 18.7 mmol) in MeOH (50 mL) was added a solution of LiOH.H2O (3.1 g, 74.8 mmol) in water (5 mL). The reaction mixture was stirred at room temperature overnight. Then 1N HCl was added to adjust to pH to ˜5, the resulting precipitate was collected and dried to afford the title compound. Starting materials: NCc1cccc(Br)c1, COC(=O)c1cc(Cl)ccc1NC(=O)COCC(=O)O. The product is COC(=O)c1cc(Cl)ccc1NC(=O)COCC(=O)NCc1cccc(Br)c1. Reaction SMILES: [Br:1][c:2]1[cH:3][c:4]([CH2:5][NH2:6])[cH:7][cH:8][cH:9]1.[Cl:10][c:11]1[cH:12][c:13]([C:26](=[O:27])[O:28][CH3:29])[c:14]([NH:17][C:18]([CH2:19][O:20][CH2:21][C:22](=[O:23])[OH:24])=[O:25])[cH:15][cH:16]1>>[Br:1][c:2]1[cH:3][c:4]([CH2:5][NH:6][C:22]([CH2:21][O:20][CH2:19][C:18]([NH:17][c:14]2[c:13]([C:26](=[O:27])[O:28][CH3:29])[cH:12][c:11]([Cl:10])[cH:16][cH:15]2)=[O:25])=[O:23])[cH:7][cH:8][cH:9]1. The reactants are BrC=1C=NC=2N(C1)N=C(C2)C(=O)O (6-bromo-pyrazolo[1,5-a]pyrimidine-2-carboxylic acid), FC=1C=C2CCNC(C2=CC1)CC (6-fluoro-1-ethyl-1,2,3,4-tetrahydro-isoquinoline). Yields the product BrC=1C=NC=2N(C1)N=C(C2)C(=O)N2C(C1=CC=C(C=C1CC2)F)CC ((6-Bromo-pyrazolo[1,5-a]pyrimidin-2-yl)-(6-fluoro-1-ethyl-3,4-dihydro-1H-isoquinolin-2-yl)-methanone). RXN SMILES: [Br:1][C:2]1[CH:3]=[N:4][C:5]2[N:6]([N:8]=[C:9]([C:11]([OH:13])=O)[CH:10]=2)[CH:7]=1.[F:14][C:15]1[CH:16]=[C:17]2[C:22](=[CH:23][CH:24]=1)[CH:21]([CH2:25][CH3:26])[NH:20][CH2:19][CH2:18]2>>[Br:1][C:2]1[CH:3]=[N:4][C:5]2[N:6]([N:8]=[C:9]([C:11]([N:20]3[CH2:19][CH2:18][C:17]4[C:22](=[CH:23][CH:24]=[C:15]([F:14])[CH:16]=4)[CH:21]3[CH2:25][CH3:26])=[O:13])[CH:10]=2)[CH:7]=1. Procedure details: In close analogy to the procedure described in Example 1, 6-bromo-pyrazolo[1,5-a]pyrimidine-2-carboxylic acid is reacted with 6-fluoro-1-ethyl-1,2,3,4-tetrahydro-isoquinoline to provide the title compound in moderate yield.